The task is: describe an organic reaction: reactants, conditions, products, and yield. This data is from the Open Reaction Database (ORD), a public repository of structured organic reaction records. The reactants are NC1=CC(=CC=C1O)C (2-amino-p-cresol), C1(=CC=C(C=C1)S(=O)(=O)Cl)C (p-toluenesulfonyl chloride), Cl (hydrochloric acid), C1(=CC=C(C=C1)S(=O)(=O)Cl)C (p-toluenesulfonyl chloride). Solvent: N1=CC=CC=C1 (pyridine). Reaction conditions: time 8 hour. The product is S(=O)(=O)(C1=CC=C(C)C=C1)OC1=CC=C(C=C1NS(=O)(=O)C1=CC=C(C=C1)C)C (2-p-Toluenesulfonamido-p-cresol tosylate). Reaction SMILES: [NH2:1][C:2]1[C:7]([OH:8])=[CH:6][CH:5]=[C:4]([CH3:9])[CH:3]=1.[C:10]1([CH3:20])[CH:15]=[CH:14][C:13]([S:16](Cl)(=[O:18])=[O:17])=[CH:12][CH:11]=1.Cl>N1C=CC=CC=1>[S:16]([O:8][C:7]1[C:2]([NH:1][S:16]([C:13]2[CH:14]=[CH:15][C:10]([CH3:20])=[CH:11][CH:12]=2)(=[O:18])=[O:17])=[CH:3][C:4]([CH3:9])=[CH:5][CH:6]=1)([C:13]1[CH:14]=[CH:15][C:10]([CH3:20])=[CH:11][CH:12]=1)(=[O:18])=[O:17]. Procedure details: To a stirred solution of 2-amino-p-cresol (12.3 g, 0.10 mol) in 125 ml of pyridine was added p-toluenesulfonyl chloride (38.1 g, 0.20 mol) in one portion. Stirring was continued overnight at ambient temperature. TLC now indicated no starting material, but there were two products. Another 7.6 g (20 percent excess) of p-toluenesulfonyl chloride was added and stirring continued for 6 hours. The reaction was poured into excess hydrochloric acid and stirred until completely solidified. The tan solid ... Starting materials: FC=1C=C(C=CC1)C1=NC=C(C=N1)C(=O)N[C@@H]1CN(C[C@@H]1O)C(=O)OC(C)(C)C (cis-tert-butyl 3-(2-(3-fluorophenyl)pyrimidine-5-carboxamido)-4-hydroxypyrrolidine-1-carboxylate), C(=O)(C(F)(F)F)O (TFA). Solvent: C1(=CC=CC=C1)C (toluene), C(Cl)Cl (DCM). Run at time 3 hour. Yields the product OC(=O)C(F)(F)F.FC=1C=C(C=CC1)C1=NC=C(C=N1)C(=O)N[C@@H]1CNC[C@@H]1O (cis-2-(3-fluorophenyl)-N-(4-hydroxypyrrolidin-3-yl)pyrimidine-5-carboxamide-TFA salt). Isolated yield 98.0%. Reaction SMILES: [F:1][C:2]1[CH:3]=[C:4]([C:8]2[N:13]=[CH:12][C:11]([C:14]([NH:16][C@H:17]3[C@@H:21]([OH:22])[CH2:20][N:19](C(OC(C)(C)C)=O)[CH2:18]3)=[O:15])=[CH:10][N:9]=2)[CH:5]=[CH:6][CH:7]=1.[C:30]([OH:36])([C:32]([F:35])([F:34])[F:33])=[O:31]>C(Cl)Cl.C1(C)C=CC=CC=1>[OH:36][C:30]([C:32]([F:35])([F:34])[F:33])=[O:31].[F:1][C:2]1[CH:3]=[C:4]([C:8]2[N:13]=[CH:12][C:11]([C:14]([NH:16][C@H:17]3[C@@H:21]([OH:22])[CH2:20][NH:19][CH2:18]3)=[O:15])=[CH:10][N:9]=2)[CH:5]=[CH:6][CH:7]=1 |f:4.5|. Reported procedure: To a solution of cis-tert-butyl 3-(2-(3-fluorophenyl)pyrimidine-5-carboxamido)-4-hydroxypyrrolidine-1-carboxylate (1.22 g, 3.03 mmol) in DCM (6 mL) was added TFA (2 mL). The solution stirred at room temperature for 3 hrs and then diluted with toluene (5 mL) and the solvent removed to give a solid, cis-2-(3-fluorophenyl)-N-(4-hydroxypyrrolidin-3-yl)pyrimidine-5-carboxamide-TFA salt (1.26 g, 98%). LC/MS (M+H)=303.1 observed, 303.13 expected. Reaction SMILES: [C:1]([CH3:2])([CH3:3])([CH3:4])[O:5][C:6](=[O:7])[N:8]1[CH2:9][CH2:10][CH:11]([O:14][c:15]2[c:16]([C:17](=[O:18])[NH:19][c:20]3[cH:21][n:22][cH:23][cH:24][c:25]3[C:26](=[O:27])[O:28][CH3:29])[cH:30][cH:31][c:32]([N:34]3[CH2:35][CH2:36][CH2:37][CH2:38]3)[cH:33]2)[CH2:12][CH2:13]1.[CH2:43]1[O:44][CH2:45][CH2:46][CH2:47]1.[CH3:41][OH:42].[Na+:40].[OH-:39]>>[C:1]([CH3:2])([CH3:3])([CH3:4])[O:5][C:6](=[O:7])[N:8]1[CH2:9][CH2:10][CH:11]([O:14][c:15]2[c:16]([C:17](=[O:18])[NH:19][c:20]3[cH:21][n:22][cH:23][cH:24][c:25]3[C:26](=[O:27])[OH:28])[cH:30][cH:31][c:32]([N:34]3[CH2:35][CH2:36][CH2:37][CH2:38]3)[cH:33]2)[CH2:12][CH2:13]1. Reactants: COC(=O)c1ccncc1NC(=O)c1ccc(N2CCCC2)cc1OC1CCN(C(=O)OC(C)(C)C)CC1, C1CCOC1, CO, [Na+], [OH-]. The product is CC(C)(C)OC(=O)N1CCC(Oc2cc(N3CCCC3)ccc2C(=O)Nc2cnccc2C(=O)O)CC1. Reactants: CCOC(=O)CCCCCBr, COC(=O)C=Cc1c(O)cccc1C#CCCCCOC1CCCCO1. The product is CCOC(=O)CCCCCOc1cccc(C#CCCCCOC2CCCCO2)c1C=CC(=O)OC. Reaction SMILES: [Br:27][CH2:28][CH2:29][CH2:30][CH2:31][CH2:32][C:33](=[O:34])[O:35][CH2:36][CH3:37].[CH3:1][O:2][C:3]([CH:4]=[CH:5][c:6]1[c:7]([OH:25])[cH:8][cH:9][cH:10][c:11]1[C:12]#[C:13][CH2:14][CH2:15][CH2:16][CH2:17][O:18][CH:19]1[O:20][CH2:21][CH2:22][CH2:23][CH2:24]1)=[O:26]>>[CH3:1][O:2][C:3]([CH:4]=[CH:5][c:6]1[c:7]([O:25][CH2:28][CH2:29][CH2:30][CH2:31][CH2:32][C:33](=[O:34])[O:35][CH2:36][CH3:37])[cH:8][cH:9][cH:10][c:11]1[C:12]#[C:13][CH2:14][CH2:15][CH2:16][CH2:17][O:18][CH:19]1[O:20][CH2:21][CH2:22][CH2:23][CH2:24]1)=[O:26]. The reactants are CC(=O)OCC1OC(c2ccc(C)c(Cc3ccc(Cl)s3)c2)C(OC(C)=O)C(OC(C)=O)C1OC(C)=O, CCCC[Sn](CCCC)(CCCC)c1cncnc1, C1COCCO1, O=C(C=Cc1ccccc1)C=Cc1ccccc1, O=C(C=Cc1ccccc1)C=Cc1ccccc1, O=C(C=Cc1ccccc1)C=Cc1ccccc1, [Cs+], [F-], [Pd], [Pd]. The product is CC(=O)OCC1OC(c2ccc(C)c(Cc3ccc(-c4cncnc4)s3)c2)C(OC(C)=O)C(OC(C)=O)C1OC(C)=O. RXN SMILES: [C:1]([CH3:2])(=[O:3])[O:4][CH:5]1[CH:6]([c:24]2[cH:25][c:26]([CH2:31][c:32]3[s:33][c:34]([Cl:37])[cH:35][cH:36]3)[c:27]([CH3:30])[cH:28][cH:29]2)[O:7][CH:8]([CH2:19][O:20][C:21]([CH3:22])=[O:23])[CH:9]([O:15][C:16]([CH3:17])=[O:18])[CH:10]1[O:11][C:12]([CH3:13])=[O:14].[CH2:38]([Sn:39]([CH2:40][CH2:41][CH2:42][CH3:49])([c:43]1[cH:44][n:45][cH:46][n:47][cH:48]1)[CH2:50][CH2:51][CH2:52][CH3:53])[CH2:54][CH2:55][CH3:56].[CH2:59]1[O:60][CH2:61][CH2:62][O:63][CH2:64]1.[CH:103](=[CH:104][C:105]([CH:106]=[CH:107][c:108]1[cH:109][cH:110][cH:111][cH:112][cH:113]1)=[O:114])[c:115]1[cH:116][cH:117][cH:118][cH:119][cH:120]1.[CH:67](=[CH:68][C:69]([CH:70]=[CH:71][c:72]1[cH:73][cH:74][cH:75][cH:76][cH:77]1)=[O:78])[c:79]1[cH:80][cH:81][cH:82][cH:83][cH:84]1.[CH:85](=[CH:86][C:87]([CH:88]=[CH:89][c:90]1[cH:91][cH:92][cH:93][cH:94][cH:95]1)=[O:96])[c:97]1[cH:98][cH:99][cH:100][cH:101][cH:102]1.[Cs+:58].[F-:57].[Pd:65].[Pd:66]>>[C:1]([CH3:2])(=[O:3])[O:4][CH:5]1[CH:6]([c:24]2[cH:25][c:26]([CH2:31][c:32]3[s:33][c:34](-[c:43]4[cH:44][n:45][cH:46][n:47][cH:48]4)[cH:35][cH:36]3)[c:27]([CH3:30])[cH:28][cH:29]2)[O:7][CH:8]([CH2:19][O:20][C:21]([CH3:22])=[O:23])[CH:9]([O:15][C:16]([CH3:17])=[O:18])[CH:10]1[O:11][C:12]([CH3:13])=[O:14]. Reactants: BrC=1C=C2C=CC(=C(C2=CC1)CN(C)C)O (6-Bromo-1-[(dimethylamino)methyl]-2-naphthol), C(C)(=O)Cl (Acetyl chloride). The solvent is C(Cl)Cl (methylene chloride). Reaction conditions: time 1 hour. The product is Cl.C(C)(=O)OC1=C(C2=CC=C(C=C2C=C1)Br)CN(C)C (6-Bromo-1-[(dimethylamino)methyl]-2-naphthyl acetate hydrochloride). As a reaction SMILES: [Br:1][C:2]1[CH:3]=[C:4]2[C:9](=[CH:10][CH:11]=1)[C:8]([CH2:12][N:13]([CH3:15])[CH3:14])=[C:7]([OH:16])[CH:6]=[CH:5]2.[C:17]([Cl:20])(=[O:19])[CH3:18]>C(Cl)Cl>[ClH:20].[C:17]([O:16][C:7]1[CH:6]=[CH:5][C:4]2[C:9](=[CH:10][CH:11]=[C:2]([Br:1])[CH:3]=2)[C:8]=1[CH2:12][N:13]([CH3:14])[CH3:15])(=[O:19])[CH3:18] |f:3.4|. Reported procedure: 6-Bromo-1-[(dimethylamino)methyl]-2-naphthol (5.6 g, 0.02 mol) was stirred in methylene chloride (120 mL). Acetyl chloride (3.0 mL, 0.042 mol) was added. The mixture was stirred at room temperature for 1 hour and the solvent was concentrated. Reactants: C(C1=CC=CC=C1)C1=CC=C(C(=O)NC2=C(C=C(C=C2)CO)F)C=C1 (4-benzyl-N-(2-fluoro-4-(hydroxymethyl)phenyl)benzamide), C[N+]1(CCOCC1)[O-] (4-methylmorpholine N-oxide), C(CC)[N+](CCC)(CCC)CCC (tetrapropylammonium). Run in CC#N (CH3CN). Run at time 12 hour. The product is C(C1=CC=CC=C1)C1=CC=C(C(=O)NC2=C(C=C(C=C2)C=O)F)C=C1 (4-Benzyl-N-(2-fluoro-4-formylphenyl)benzamide). Reaction SMILES: [CH2:1]([C:8]1[CH:25]=[CH:24][C:11]([C:12]([NH:14][C:15]2[CH:20]=[CH:19][C:18]([CH2:21][OH:22])=[CH:17][C:16]=2[F:23])=[O:13])=[CH:10][CH:9]=1)[C:2]1[CH:7]=[CH:6][CH:5]=[CH:4][CH:3]=1.C[N+]1([O-])CCOCC1.C([N+](CCC)(CCC)CCC)CC>CC#N>[CH2:1]([C:8]1[CH:9]=[CH:10][C:11]([C:12]([NH:14][C:15]2[CH:20]=[CH:19][C:18]([CH:21]=[O:22])=[CH:17][C:16]=2[F:23])=[O:13])=[CH:24][CH:25]=1)[C:2]1[CH:3]=[CH:4][CH:5]=[CH:6][CH:7]=1. Procedure details: A mixture of 4-benzyl-N-(2-fluoro-4-(hydroxymethyl)phenyl)benzamide (200 mg, 0.60 mmol), 4-methylmorpholine N-oxide (140 mg, 1.2 mmol), and 4 A molecular sieves (1 g) in 10 ml of CH3CN was treated with tetrapropylammonium perruthnate (10 mg, 0.03 mmol) and the resulting mixture was stirred at room temperature for 12 hours. The solids were filtered and the filtrated was concentrated. The residue was purified on ISCO system (80% hexane in dichloromethane) to give a pure product as a white crystall... The reactants are C1CCOC1, [Li]CCCC, CON(C)C(=O)C1CCCN(C(=O)OC(C)(C)C)C1, [Cl-], [NH4+], Cc1ccccc1Oc1ccccc1I. Yields the product Cc1ccccc1Oc1ccccc1C(=O)C1CCCN(C(=O)OC(C)(C)C)C1. As a reaction SMILES: [CH2:42]1[O:43][CH2:44][CH2:45][CH2:46]1.[CH3:16][CH2:17][CH2:18][CH2:19][Li:20].[CH3:21][O:22][N:23]([C:24](=[O:25])[CH:26]1[CH2:27][N:28]([C:32](=[O:33])[O:34][C:35]([CH3:36])([CH3:37])[CH3:38])[CH2:29][CH2:30][CH2:31]1)[CH3:39].[Cl-:40].[NH4+:41].[c:1]1([CH3:15])[c:2]([O:7][c:8]2[c:9]([I:14])[cH:10][cH:11][cH:12][cH:13]2)[cH:3][cH:4][cH:5][cH:6]1>>[c:1]1([CH3:15])[c:2]([O:7][c:8]2[c:9]([C:24](=[O:25])[CH:26]3[CH2:27][N:28]([C:32](=[O:33])[O:34][C:35]([CH3:36])([CH3:37])[CH3:38])[CH2:29][CH2:30][CH2:31]3)[cH:10][cH:11][cH:12][cH:13]2)[cH:3][cH:4][cH:5][cH:6]1. The reactants are O=C([O-])[O-], C=C(O[Si](C)(C)C)C(=O)OCC, COc1c(C)cccc1C(C)(C)O, ClCCl, [K+], [K+], Cl[Sn](Cl)(Cl)Cl. Product: CCOC(=O)C(=O)CC(C)(C)c1cccc(C)c1OC. RXN SMILES: [C:31](=[O:32])([O-:33])[O-:34].[CH2:14]([CH3:15])[O:16][C:17]([C:18](=[CH2:19])[O:20][Si:21]([CH3:22])([CH3:23])[CH3:24])=[O:25].[CH3:1][O:2][c:3]1[c:4]([C:10]([CH3:11])([CH3:12])[OH:13])[cH:5][cH:6][cH:7][c:8]1[CH3:9].[Cl:37][CH2:38][Cl:39].[K+:35].[K+:36].[Sn:26]([Cl:27])([Cl:28])([Cl:29])[Cl:30]>>[CH3:1][O:2][c:3]1[c:4]([C:10]([CH3:11])([CH3:12])[CH2:20][C:18]([C:17]([O:16][CH2:14][CH3:15])=[O:25])=[O:19])[cH:5][cH:6][cH:7][c:8]1[CH3:9]. The reactants are CC(Br)Br, COC(=O)c1ccc2cc(Br)ccc2c1, CC1(C)OCC(COc2ccc(Br)cc2C23CC4CC(CC(C4)C2)C3)O1, C1CCOC1, [Cl-], [Cl-], [Cl-], [Mg], [NH4+], Cl[Ni]Cl, c1ccc(P(CCP(c2ccccc2)c2ccccc2)c2ccccc2)cc1, [Zn+2]. Yields the product COC(=O)c1ccc2cc(-c3ccc(OCC4COC(C)(C)O4)c(C45CC6CC(CC(C6)C4)C5)c3)ccc2c1. Reaction SMILES: [Br:28][CH:29]([Br:30])[CH3:31].[Br:32][c:33]1[cH:34][c:35]2[cH:36][cH:37][c:38]([C:43](=[O:44])[O:45][CH3:46])[cH:39][c:40]2[cH:41][cH:42]1.[C:2]12([c:12]3[c:13]([O:14][CH2:15][CH:16]4[O:17][C:18]([CH3:21])([CH3:22])[O:19][CH2:20]4)[cH:23][cH:24][c:25]([Br:27])[cH:26]3)[CH2:3][CH:4]3[CH2:5][CH:6]([CH2:7][CH:8]([CH2:9]1)[CH2:10]3)[CH2:11]2.[CH2:83]1[O:84][CH2:85][CH2:86][CH2:87]1.[Cl-:47].[Cl-:49].[Cl-:51].[Mg:1].[NH4+:48].[Ni:52]([Cl:53])[Cl:54].[P:55]([CH2:56][CH2:57][P:58]([c:59]1[cH:60][cH:61][cH:62][cH:63][cH:64]1)[c:65]1[cH:66][cH:67][cH:68][cH:69][cH:70]1)([c:71]1[cH:72][cH:73][cH:74][cH:75][cH:76]1)[c:77]1[cH:78][cH:79][cH:80][cH:81][cH:82]1.[Zn+2:50]>>[C:2]12([c:12]3[c:13]([O:14][CH2:15][CH:16]4[O:17][C:18]([CH3:21])([CH3:22])[O:19][CH2:20]4)[cH:23][cH:24][c:25](-[c:33]4[cH:34][c:35]5[cH:36][cH:37][c:38]([C:43](=[O:44])[O:45][CH3:46])[cH:39][c:40]5[cH:41][cH:42]4)[cH:26]3)[CH2:3][CH:4]3[CH2:5][CH:6]([CH2:7][CH:8]([CH2:9]1)[CH2:10]3)[CH2:11]2.